From a dataset of the Open Reaction Database (ORD), a public repository of structured organic reaction records. describe an organic reaction: reactants, conditions, products, and yield The reactants are Cc1cc(-c2ccc(CC(=O)O)cc2)ccn1, CCN(C(C)C)C(C)C, CN(C)C=O, Nc1ccc(-c2ccccc2)cn1. The product is Cc1cc(-c2ccc(CC(=O)Nc3ccc(-c4ccccc4)cn3)cc2)ccn1. As a reaction SMILES: [CH3:1][c:2]1[n:3][cH:4][cH:5][c:6](-[c:8]2[cH:9][cH:10][c:11]([CH2:14][C:15](=[O:16])[OH:17])[cH:12][cH:13]2)[cH:7]1.[CH:31]([N:32]([CH2:33][CH3:34])[CH:35]([CH3:36])[CH3:37])([CH3:38])[CH3:39].[O:40]=[CH:41][N:42]([CH3:43])[CH3:44].[c:18]1(-[c:24]2[cH:25][cH:26][c:27]([NH2:30])[n:28][cH:29]2)[cH:19][cH:20][cH:21][cH:22][cH:23]1>>[CH3:1][c:2]1[n:3][cH:4][cH:5][c:6](-[c:8]2[cH:9][cH:10][c:11]([CH2:14][C:15](=[O:17])[NH:30][c:27]3[cH:26][cH:25][c:24](-[c:18]4[cH:19][cH:20][cH:21][cH:22][cH:23]4)[cH:29][n:28]3)[cH:12][cH:13]2)[cH:7]1.